From a dataset of the Open Reaction Database (ORD), a public repository of structured organic reaction records. describe an organic reaction: reactants, conditions, products, and yield Reactants: COc1cc(N2CCNC(C)C2)ccc1Cl, Cl, Cl, O=C(O)Cn1nc(-c2ncc[nH]2)c2cccnc21. RXN SMILES: [Cl:3][c:4]1[c:5]([O:17][CH3:18])[cH:6][c:7]([N:10]2[CH2:11][CH:12]([CH3:16])[NH:13][CH2:14][CH2:15]2)[cH:8][cH:9]1.[ClH:1].[ClH:2].[nH:19]1[c:20](-[c:24]2[n:25][n:26]([CH2:33][C:34](=[O:35])[OH:36])[c:27]3[n:28][cH:29][cH:30][cH:31][c:32]23)[n:21][cH:22][cH:23]1>>[Cl:3][c:4]1[c:5]([O:17][CH3:18])[cH:6][c:7]([N:10]2[CH2:11][CH:12]([CH3:16])[N:13]([C:34]([CH2:33][n:26]3[n:25][c:24](-[c:20]4[nH:19][cH:23][cH:22][n:21]4)[c:32]4[c:27]3[n:28][cH:29][cH:30][cH:31]4)=[O:35])[CH2:14][CH2:15]2)[cH:8][cH:9]1. Yields the product COc1cc(N2CCN(C(=O)Cn3nc(-c4ncc[nH]4)c4cccnc43)C(C)C2)ccc1Cl. Starting materials: CCCc1nc(CC)c(Br)c(=O)n1Cc1ccc(-c2ccccc2C#N)cc1, Cc1cc(C)nc(O)c1, CS(C)=O, CCOC(C)=O, [K+], [OH-]. Product: CCCc1nc(CC)c(Oc2cc(C)cc(C)n2)c(=O)n1Cc1ccc(-c2ccccc2C#N)cc1. RXN SMILES: [Br:1][c:2]1[c:3]([CH2:27][CH3:28])[n:4][c:5]([CH2:24][CH2:25][CH3:26])[n:6]([CH2:9][c:10]2[cH:11][cH:12][c:13](-[c:16]3[c:17]([C:22]#[N:23])[cH:18][cH:19][cH:20][cH:21]3)[cH:14][cH:15]2)[c:7]1=[O:8].[CH3:29][c:30]1[cH:31][c:32]([OH:37])[n:33][c:34]([CH3:36])[cH:35]1.[CH3:40][S:41](=[O:42])[CH3:43].[CH3:44][CH2:45][O:46][C:47](=[O:48])[CH3:49].[K+:39].[OH-:38]>>[c:2]1([O:37][c:32]2[cH:31][c:30]([CH3:29])[cH:35][c:34]([CH3:36])[n:33]2)[c:3]([CH2:27][CH3:28])[n:4][c:5]([CH2:24][CH2:25][CH3:26])[n:6]([CH2:9][c:10]2[cH:11][cH:12][c:13](-[c:16]3[c:17]([C:22]#[N:23])[cH:18][cH:19][cH:20][cH:21]3)[cH:14][cH:15]2)[c:7]1=[O:8]. Starting materials: [Cl-].[Ca+2].[Cl-] (calcium chloride), N1C(=NC=C1)CN(CC=1NC=CN1)CC1=CC=C(CN2CC3(C[C@H]2C(=O)OCC)CCN(CC3)C(CC)CC)C=C1 (Ethyl (3S)-2-(4-{[bis(1H-imidazol-2-ylmethyl)amino]methyl}benzyl)-8-(1-ethylpropyl)-2,8-diazaspiro[4.5]decane-3-carboxylate), Cl (hydrochloric acid), [OH-].[Na+] (sodium hydroxide). Run at temperature 70 celsius, time 2 hour. The solvent is O (water), C(C)O (ethanol). Procedure details: The compound (16.5 g) obtained in Example 31(1) was dissolved in 52 mL of ethanol and an aqueous 2N sodium hydroxide solution (10 mL) was added thereto, followed by stirring at 70° C. for 2 hours. After completion of the reaction, the reaction solution was neutralized by adding an aqueous 5N hydrochloric acid solution (5.2 mL). To a separately prepared water 130 mL solution of calcium chloride (1.45 g), the neutralized solution was slowly added at 0° C., and the precipitated solid was filtered a... Yields the product N1C(=NC=C1)CN(CC=1NC=CN1)CC1=CC=C(CN2CC3(C[C@H]2C(=O)O)CCN(CC3)C(CC)CC)C=C1.N1C(=NC=C1)CN(CC=1NC=CN1)CC1=CC=C(CN3CC2(C[C@H]3C(=O)O)CCN(CC2)C(CC)CC)C=C1.[Ca] (Calcium bis[(3S)-2-(4-{[bis(1H-imidazol-2-ylmethyl)amino]methyl}benzyl)-8-(1-ethylpropyl)-2,8-diazaspiro[4.5]decane-3-carboxylic acid]). Yield: 98.1%. Reaction SMILES: [NH:1]1[CH:5]=[CH:4][N:3]=[C:2]1[CH2:6][N:7]([CH2:14][C:15]1[CH:41]=[CH:40][C:18]([CH2:19][N:20]2[C@H:24]([C:25]([O:27]CC)=[O:26])[CH2:23][C:22]3([CH2:34][CH2:33][N:32]([CH:35]([CH2:38][CH3:39])[CH2:36][CH3:37])[CH2:31][CH2:30]3)[CH2:21]2)=[CH:17][CH:16]=1)[CH2:8][C:9]1[NH:10][CH:11]=[CH:12][N:13]=1.[OH-].[Na+].Cl.[Cl-].[Ca+2:46].[Cl-]>C(O)C.O>[NH:1]1[CH:5]=[CH:4][N:3]=[C:2]1[CH2:6][N:7]([CH2:14][C:15]1[CH:16]=[CH:17][C:18]([CH2:19][N:20]2[C@H:24]([C:25]([OH:27])=[O:26])[CH2:23][C:22]3([CH2:34][CH2:33][N:32]([CH:35]([CH2:36][CH3:37])[CH2:38][CH3:39])[CH2:31][CH2:30]3)[CH2:21]2)=[CH:40][CH:41]=1)[CH2:8][C:9]1[NH:13][CH:12]=[CH:11][N:10]=1.[NH:1]1[CH:5]=[CH:4][N:3]=[C:2]1[CH2:6][N:7]([CH2:14][C:15]1[CH:16]=[CH:17][C:18]([CH2:19][N:20]2[C@H:24]([C:25]([OH:27])=[O:26])[CH2:23][C:22]3([CH2:34][CH2:33][N:32]([CH:35]([CH2:36][CH3:37])[CH2:38][CH3:39])[CH2:31][CH2:30]3)[CH2:21]2)=[CH:40][CH:41]=1)[CH2:8][C:9]1[NH:13][CH:12]=[CH:11][N:10]=1.[Ca:46] |f:1.2,4.5.6,9.10.11|. Reactants: C(C)(C)O (Isopropyl alcohol), [H-].C(C(C)C)[Al+]CC(C)C (Diisobutylaluminum hydride), C1CCOC1 (THF), N1=CC=CC2=CC(=CC=C12)C1(CC1)C#N (1-quinolin-6-ylcyclopropanecarbonitrile). Run in C1(=CC=CC=C1)C (toluene), C(C)(=O)OCC (ethyl acetate). Reaction conditions: temperature -2.5 celsius, time 3 hour. Yields the product N1=CC=CC2=CC(=CC=C12)C1(CC1)C=O (1-quinolin-6-ylcyclopropanecarbaldehyde). Isolated yield 95.2%. Reaction SMILES: [H-].C([Al+]CC(C)C)C(C)C.[CH2:11]1[CH2:15][O:14][CH2:13][CH2:12]1.[N:16]1[C:25]2[C:20](=[CH:21][C:22](C3(C#N)CC3)=[CH:23][CH:24]=2)[CH:19]=[CH:18][CH:17]=1.C(O)(C)C>C1(C)C=CC=CC=1.C(OCC)(=O)C>[N:16]1[C:25]2[C:20](=[CH:21][C:22]([C:11]3([CH:15]=[O:14])[CH2:13][CH2:12]3)=[CH:23][CH:24]=2)[CH:19]=[CH:18][CH:17]=1 |f:0.1|. Procedure: Diisobutylaluminum hydride in THF (1.0 M, 96 mL, 0.096 mol) was added to a solution of 1-quinolin-6-ylcyclopropanecarbonitrile (12.4 g, 0.0639 mol) in toluene (120 mL) at −78° C. under an atmosphere of nitrogen. The reaction mixture was allowed to warm to −5 to 0° C., and stirred at that temperature for 3 h. The mixture was re-cooled to −60° C. Isopropyl alcohol (10 mL) was carefully added dropwise. After stirring for 30 min, the mixture was warmed to −5 to 0° C. The mixture was diluted with eth... Starting materials: N1=C(Cl)N=C(Cl)N=C1Cl (cyanuric chloride), ice, [Na] (sodium), [OH-].[Na+] (sodium hydroxide), P(O)(O)(O)=O (orthophosphoric acid), N1CCC2=CC=CC=C12 (indoline), Cl (hydrochloric acid). Solvent: CC(=O)C (acetone). Run at time 1 hour. Product: ClC1=NC(=NC(=N1)Cl)N1CCC2=CC=CC=C12 (2,4-dichloro-6-indolin-1-yl-1,3,5-triazine). The yield is 87.0%. As a reaction SMILES: [N:1]1[C:8]([Cl:9])=[N:7][C:5](Cl)=[N:4][C:2]=1[Cl:3].[NH:10]1[C:18]2[C:13](=[CH:14][CH:15]=[CH:16][CH:17]=2)[CH2:12][CH2:11]1.Cl.[Na].[OH-].[Na+].P(=O)(O)(O)O>CC(C)=O>[Cl:9][C:8]1[N:1]=[C:2]([Cl:3])[N:4]=[C:5]([N:10]2[C:18]3[C:13](=[CH:14][CH:15]=[CH:16][CH:17]=3)[CH2:12][CH2:11]2)[N:7]=1 |f:4.5,^1:19|. Reported procedure: To a mixture of cyanuric chloride (50 g, 271 mM), acetone (200 ml) and ice (300 g) was added, over ten minutes, a mixture of indoline (32 ml, 286 mM) and 2.5N hydrochloric acid (120 ml). To this stirred mixture was added, over one hour, a solution of sodium secondary phosphate which had been prepared by neutralising 2.5N sodium hydroxide (250 ml) with orthophosphoric acid to PH 7 to 7.5. The mixture was then stirred for one hour, filtered and the resultant solid was washed with water and dried a... The reactants are O=C([O-])[O-], COS(=O)(=O)OC, CC(C)=O, [K+], [K+], N#CC(=NO)c1ccccc1Oc1ccccc1. The product is CON=C(C#N)c1ccccc1Oc1ccccc1. Reaction SMILES: [C:1]([O-:2])([O-:3])=[O:4].[CH3:25][O:26][S:27]([O:28][CH3:29])(=[O:30])=[O:31].[CH3:32][C:33](=[O:34])[CH3:35].[K+:5].[K+:6].[O:7]([c:8]1[cH:9][cH:10][cH:11][cH:12][cH:13]1)[c:14]1[c:15]([C:16](=[N:17][OH:18])[C:19]#[N:20])[cH:21][cH:22][cH:23][cH:24]1>>[CH3:1][O:4][N:17]=[C:16]([c:15]1[c:14]([O:7][c:8]2[cH:9][cH:10][cH:11][cH:12][cH:13]2)[cH:24][cH:23][cH:22][cH:21]1)[C:19]#[N:20]. The reactants are CN1CCCC1=O, COc1ccc(-c2nn3c(Cl)cccc3c2-c2ccnc(NC3CCCC3)n2)cc1, [N-]=[N+]=[N-], [Na+], O. Product: COc1ccc(-c2nn3c(N)cccc3c2-c2ccnc(NC3CCCC3)n2)cc1. As a reaction SMILES: [CH3:36][N:37]1[CH2:38][CH2:39][CH2:40][C:41]1=[O:42].[Cl:1][c:2]1[cH:3][cH:4][cH:5][c:6]2[n:7]1[n:8][c:9](-[c:23]1[cH:24][cH:25][c:26]([O:29][CH3:30])[cH:27][cH:28]1)[c:10]2-[c:11]1[n:12][c:13]([NH:17][CH:18]2[CH2:19][CH2:20][CH2:21][CH2:22]2)[n:14][cH:15][cH:16]1.[N-:32]=[N+:33]=[N-:34].[Na+:31].[OH2:35]>>[c:2]1([NH2:32])[cH:3][cH:4][cH:5][c:6]2[n:7]1[n:8][c:9](-[c:23]1[cH:24][cH:25][c:26]([O:29][CH3:30])[cH:27][cH:28]1)[c:10]2-[c:11]1[n:12][c:13]([NH:17][CH:18]2[CH2:19][CH2:20][CH2:21][CH2:22]2)[n:14][cH:15][cH:16]1. The reactants are C(CC)[C@@H]1CC[C@H](CC1)CC[C@@H]1CC[C@H](CC1)CCI (trans-4-(trans-4-propylcyclohexylethyl)-cyclohexylethyl iodide), CC1CN1C(=O)N(C)C (N,N-dimethylpropyleneurea), solution, C(CCC)[Li] (n-butyllithium), C(CC)OC1=C(C(=CC=C1)F)F (4- propoxy-2,3-difluorobenzene), potassium tert.butylate. The solvent is O1CCCC1 (tetrahydrofuran), CCCCCC (hexane), O1CCCC1 (tetrahydrofuran). Reaction conditions: temperature -40 celsius, time 10 minute. The product is C(CC)OC1=C(C(=C(C=C1)CC[C@@H]1CC[C@H](CC1)CC[C@@H]1CC[C@H](CC1)CCC)F)F (trans-4-(2-(4-propoxy-2,3-difluorophenyl)-ethyl)-1-(2-(trans-4-propylcyclohexyl)ethyl)-cyclohexane). Reaction SMILES: C([Li])CCC.[CH2:6]([O:9][C:10]1[CH:15]=[CH:14][CH:13]=[C:12]([F:16])[C:11]=1[F:17])[CH2:7][CH3:8].[CH2:18]([C@H:21]1[CH2:26][CH2:25][C@H:24]([CH2:27][CH2:28][C@H:29]2[CH2:34][CH2:33][C@H:32]([CH2:35][CH2:36]I)[CH2:31][CH2:30]2)[CH2:23][CH2:22]1)[CH2:19][CH3:20].CC1N(C(N(C)C)=O)C1>CCCCCC.O1CCCC1>[CH2:6]([O:9][C:10]1[CH:15]=[CH:14][C:13]([CH2:36][CH2:35][C@H:32]2[CH2:33][CH2:34][C@H:29]([CH2:28][CH2:27][C@H:24]3[CH2:23][CH2:22][C@H:21]([CH2:18][CH2:19][CH3:20])[CH2:26][CH2:25]3)[CH2:30][CH2:31]2)=[C:12]([F:16])[C:11]=1[F:17])[CH2:7][CH3:8]. Procedure: 65 ml of a solution of 0.1 mol of n-butyllithium in hexane is added at -100° C. to a mixture of 0.1 mol of 4- propoxy-2,3-difluorobenzene, 0.09 mol of potassium tert.butylate and 250 ml of tetrahydrofuran. After stirring for 10 minutes a mixture of 0.1 mole of trans-4-(trans-4-propylcyclohexylethyl)-cyclohexylethyl iodide, 0.1 mol of N,N-dimethylpropyleneurea and 100 ml of tetrahydrofuran is added to the mixture. Stirring for 1 hour at -85° C., warming up to -40° C. and working up in the customa... The reactants are CC1=C2C(=NC(=C1)C)SN(C2=O)CC(=O)OC (Methyl 2-(4,6-dimethyl-3-oxoisothiazolo[5,4-b]pyridin-2(3H)-yl)acetate). Run in Cl (HCl), O (water). Run at temperature 100 celsius, time 5 hour. Yields the product CC1=C2C(=NC(=C1)C)SN(C2=O)CC(=O)O (2-(4,6-Dimethyl-3-oxoisothiazolo[5,4-b]pyridin-2(3H)-yl)acetic acid). The yield is 100.6%. As a reaction SMILES: [CH3:1][C:2]1[CH:7]=[C:6]([CH3:8])[N:5]=[C:4]2[S:9][N:10]([CH2:13][C:14]([O:16]C)=[O:15])[C:11](=[O:12])[C:3]=12>Cl.O>[CH3:1][C:2]1[CH:7]=[C:6]([CH3:8])[N:5]=[C:4]2[S:9][N:10]([CH2:13][C:14]([OH:16])=[O:15])[C:11](=[O:12])[C:3]=12. Procedure details: Ester 7 (160 mg, 0.63 mmol) was suspended in conc. HCl (4 mL) and heated with stirring at 100° C. for 5 h until hydrolysis completed. The mixture was cooled to room temperature, diluted with water (500 mL), and the precipitate was collected to give the title compound (151 mg, 100% yield). C10H10N2O3S; white solid; mp 355° C. (decomposed); 1H NMR (400 MHz, CD3OD) δ 7.13 (1H, s), 4.60 (2H, s), 2.71 (3H, s), 2.59 (3H, s); 13C NMR (100 MHz, CD3OD) δ 170.2, 165.7, 164.2, 163.3, 151.3, 123.3, 115.1, 4...